Dataset: the Open Reaction Database (ORD), a public repository of structured organic reaction records. Task: describe an organic reaction: reactants, conditions, products, and yield The reactants are Cl.NOCCC(=O)O (3-aminooxypropionic acid hydrochloride), C1=CC=C2C=CN=C3C2=C1N1C=CC=C1C3=O (7H-indolizino[5,6,7-ij]isoquinolin-7-one). Run in O (water), C(C)O (ethanol), N1=CC=CC=C1 (pyridine). The product is C(=O)(O)CCON=C1C2=CC=CN2C=2C=CC=C3C=CN=C1C23 (7-(2-carboxyethoxyimino)-7H-indolizino[5,6,7-ij]isoquinoline). Isolated yield 75.2%. As a reaction SMILES: Cl.[NH2:2][O:3][CH2:4][CH2:5][C:6]([OH:8])=[O:7].[CH:9]1[C:18]2[N:19]3[C:23]([C:24](=O)[C:16]4[C:17]=2[C:12]([CH:13]=[CH:14][N:15]=4)=[CH:11][CH:10]=1)=[CH:22][CH:21]=[CH:20]3>O.C(O)C.N1C=CC=CC=1>[C:6]([CH2:5][CH2:4][O:3][N:2]=[C:24]1[C:16]2[C:17]3[C:12]([CH:13]=[CH:14][N:15]=2)=[CH:11][CH:10]=[CH:9][C:18]=3[N:19]2[C:23]1=[CH:22][CH:21]=[CH:20]2)([OH:8])=[O:7] |f:0.1|. Procedure details: A solution of 3-aminooxypropionic acid hydrochloride (12 g.) in water (36 cc.) is added to a stirred boiling solution of 7H-indolizino[5,6,7-ij]isoquinolin-7-one (12 g.) in ethanol (360 cc.) and pyridine (6.64 g.). Boiling is maintained for 3 hours 10 minutes. After cooling, the yellow crystals obtained are filtered off and then washed with 90% ethanol, with absolute ethanol and finally with diethyl ether. After drying, 7-(2-carboxyethoxyimino)-7H-indolizino[5,6,7-ij]isoquinoline (12.59 g.), mel... Yield: 86.8%. Reaction SMILES: Br[C:2]1[C:3]([CH2:17][C:18]([O-:20])=[O:19])=[C:4]([C:7]2[CH:12]=[CH:11][C:10]([O:13][CH2:14][CH2:15][CH3:16])=[CH:9][CH:8]=2)[S:5][CH:6]=1.[Cl:21][C:22]1[CH:27]=[CH:26][CH:25]=[CH:24][C:23]=1B(O)O.[C:31]([O-])([O-])=O.[K+].[K+].ClCCl>O.CCOC(C)=O.CCCCCC.O1CCOCC1>[Cl:21][C:22]1[CH:27]=[CH:26][CH:25]=[CH:24][C:23]=1[C:2]1[C:3]([CH2:17][C:18]([O:20][CH3:31])=[O:19])=[C:4]([C:7]2[CH:12]=[CH:11][C:10]([O:13][CH2:14][CH2:15][CH3:16])=[CH:9][CH:8]=2)[S:5][CH:6]=1 |f:2.3.4|. The reactants are BrC=1C(=C(SC1)C1=CC=C(C=C1)OCCC)CC(=O)[O-] ([4-bromo-2-(4-propoxyphenyl)thien-3-yl]acetate), ClC1=C(C=CC=C1)B(O)O (2-chlorophenylboronic acid), ClCCl (dichloromethane), C(=O)([O-])[O-].[K+].[K+] (K2CO3). The solvent is CCOC(=O)C (EtOAc), CCCCCC (Hexane), O1CCOCC1 (dioxane), O1CCOCC1 (dioxane), O (H2O). Procedure details: Into dioxane (5 mL) was dissolved [4-bromo-2-(4-propoxyphenyl)thien-3-yl]acetate (0.340 g, 0.92 mmol) and 2-chlorophenylboronic acid (0.287 g, 1.84 mmol). K2CO3 (0.381 g, 2.76 mmol) was dissolved in H2O (0.5 mL) and added to the dioxane. The solution was degassed by bubbling argon through the mixture for five minutes. {1,1′-Bis(diphenylphosphino)-ferrocene}dichloropalladium(II) complex with dichloromethane (1:1) (0.027 g, 0.028 mmol) was added and the mixture heated under argon to 70° C. for 3 h... Product: ClC1=C(C=CC=C1)C=1C(=C(SC1)C1=CC=C(C=C1)OCCC)CC(=O)OC (methyl [4-(2-chlorophenyl)-2-(4-propoxyphenyl)thien-3-yl]acetate). Reactants: CC(=O)OC(C)(C)C, C1CCOC1, CC(C)(C)[O-], [K+], COC(=O)c1csc(N2CCc3cccc(C(=O)N(COCC[Si](C)(C)C)c4nc5ccccc5s4)c3C2)n1. Yields the product CC(C)(C)OC(=O)c1csc(N2CCc3cccc(C(=O)N(COCC[Si](C)(C)C)c4nc5ccccc5s4)c3C2)n1. As a reaction SMILES: [C:46]([O:47][C:48]([CH3:49])([CH3:50])[CH3:51])(=[O:52])[CH3:53].[CH2:54]1[O:55][CH2:56][CH2:57][CH2:58]1.[CH3:40][C:41]([CH3:42])([O-:43])[CH3:44].[K+:45].[s:1]1[c:2]([N:10]([C:11](=[O:12])[c:13]2[cH:14][cH:15][cH:16][c:17]3[c:22]2[CH2:21][N:20]([c:23]2[s:24][cH:25][c:26]([C:28](=[O:29])[O:30][CH3:31])[n:27]2)[CH2:19][CH2:18]3)[CH2:32][O:33][CH2:34][CH2:35][Si:36]([CH3:37])([CH3:38])[CH3:39])[n:3][c:4]2[c:5]1[cH:6][cH:7][cH:8][cH:9]2>>[s:1]1[c:2]([N:10]([C:11](=[O:12])[c:13]2[cH:14][cH:15][cH:16][c:17]3[c:22]2[CH2:21][N:20]([c:23]2[s:24][cH:25][c:26]([C:28](=[O:29])[O:43][C:41]([CH3:40])([CH3:42])[CH3:44])[n:27]2)[CH2:19][CH2:18]3)[CH2:32][O:33][CH2:34][CH2:35][Si:36]([CH3:37])([CH3:38])[CH3:39])[n:3][c:4]2[c:5]1[cH:6][cH:7][cH:8][cH:9]2. Starting materials: [OH-].CC(C)CCC[C@@H](C)[C@H]1CC[C@H]2[C@@H]3CC=C4C[C@H](CC[C@]4(C)[C@H]3CC[C@]12C)OC(=O)OCCOP(=O)(OCC[N+](C)(C)C)O (O-[[2-[(cholest-5-en-3β-yloxy)carbonyloxy]ethoxy]hydroxyphosphinyl]choline hydroxide). Reagents/catalysts: [Pd] (Pd/C). The solvent is CO (methanol). Yields the product [OH-].CC(C)CCC[C@@H](C)[C@H]1CC[C@H]2[C@@H]3CC[C@H]4C[C@H](CC[C@]4(C)[C@H]3CC[C@]12C)OC(=O)OCCOP(=O)(OCC[N+](C)(C)C)O (O-[[2-[(5α-cholestan-3β-yloxy)carbonyloxy]ethoxy]hydroxyphosphinyl]choline hydroxide). The yield is 119.6%. RXN SMILES: [OH-].[CH3:2][CH:3]([CH2:5][CH2:6][CH2:7][C@H:8]([C@@H:10]1[C@:27]2([CH3:28])[C@H:13]([C@H:14]3[C@H:24]([CH2:25][CH2:26]2)[C@:22]2([CH3:23])[C:17]([CH2:18][C@@H:19]([O:29][C:30]([O:32][CH2:33][CH2:34][O:35][P:36]([OH:45])([O:38][CH2:39][CH2:40][N+:41]([CH3:44])([CH3:43])[CH3:42])=[O:37])=[O:31])[CH2:20][CH2:21]2)=[CH:16][CH2:15]3)[CH2:12][CH2:11]1)[CH3:9])[CH3:4]>CO.[Pd]>[OH-:29].[CH3:4][CH:3]([CH2:5][CH2:6][CH2:7][C@H:8]([C@@H:10]1[C@:27]2([CH3:28])[C@H:13]([C@H:14]3[C@H:24]([CH2:25][CH2:26]2)[C@:22]2([CH3:23])[C@H:17]([CH2:18][C@@H:19]([O:29][C:30]([O:32][CH2:33][CH2:34][O:35][P:36]([OH:45])([O:38][CH2:39][CH2:40][N+:41]([CH3:44])([CH3:42])[CH3:43])=[O:37])=[O:31])[CH2:20][CH2:21]2)[CH2:16][CH2:15]3)[CH2:12][CH2:11]1)[CH3:9])[CH3:2] |f:0.1,4.5|. Procedure: 1 g of O-[[2-[(cholest-5-en-3β-yloxy)carbonyloxy]ethoxy]hydroxyphosphinyl]choline hydroxide internal salt is hydrogenated in 100 ml of methanol with 1 g of Pd/C 5% under 30 bar of H2 at 80° C. After filtration the solution is evaporated and the residue is dissolved in chloroform-methanol-dioxan. By adding ether there is obtained 0.6 g of O-[[2-[(5α-cholestan-3β-yloxy)carbonyloxy]ethoxy]hydroxyphosphinyl]choline hydroxide internal salt as a hygroscopic powder, m.p. 225° C. The reactants are N1(N=CC=C1)C1=CC=C(CC=2C(=NC3=CC=C(C=C3C2Cl)Br)Cl)C=C1 (3-(4-(1H-pyrazol-1-yl)benzyl)-6-bromo-2,4-dichloroquinoline), N1(N=CC=C1)C1=CC=C(CC=2C(=NC3=CC=C(C=C3C2Cl)Br)Cl)C=C1 (3-(4-(1H-pyrazol-1-yl)benzyl)-6-bromo-2,4-dichloroquinoline), CN1C=NC=C1C(=O)C=1C=NC(=CC1)C(F)(F)F ((1-Methyl-1H-imidazol-5-yl)(6-(trifluoromethyl)pyridin-3-yl)methanone), CN1C=NC=C1C(=O)C=1C=NC(=CC1)C(F)(F)F ((1-Methyl-1H-imidazol-5-yl)(6-(trifluoromethyl)pyridin-3-yl)methanone), [Li]CCCC (n-BuLi). Run in C(=O)=O.CC(=O)C (dry ice acetone). Run at time 1 hour. The product is N1(N=CC=C1)C1=CC=C(CC=2C(=NC3=CC=C(C=C3C2Cl)C(O)(C=2C=NC(=CC2)C(F)(F)F)C2=CN=CN2C)Cl)C=C1 ((3-(4-(1H-Pyrazol-1-yl)benzyl)-2,4-dichloroquinolin-6-yl)(1-methyl-1H-imidazol-5-yl)(6-(trifluoromethyl)pyridin-3-yl)methanol). RXN SMILES: [N:1]1([C:6]2[CH:25]=[CH:24][C:9]([CH2:10][C:11]3[C:12]([Cl:23])=[N:13][C:14]4[C:19]([C:20]=3[Cl:21])=[CH:18][C:17](Br)=[CH:16][CH:15]=4)=[CH:8][CH:7]=2)[CH:5]=[CH:4][CH:3]=[N:2]1.[CH3:26][N:27]1[C:31]([C:32]([C:34]2[CH:35]=[N:36][C:37]([C:40]([F:43])([F:42])[F:41])=[CH:38][CH:39]=2)=[O:33])=[CH:30][N:29]=[CH:28]1.[Li]CCCC>C(=O)=O.CC(C)=O>[N:1]1([C:6]2[CH:25]=[CH:24][C:9]([CH2:10][C:11]3[C:12]([Cl:23])=[N:13][C:14]4[C:19]([C:20]=3[Cl:21])=[CH:18][C:17]([C:32]([C:31]3[N:27]([CH3:26])[CH:28]=[N:29][CH:30]=3)([C:34]3[CH:35]=[N:36][C:37]([C:40]([F:42])([F:41])[F:43])=[CH:38][CH:39]=3)[OH:33])=[CH:16][CH:15]=4)=[CH:8][CH:7]=2)[CH:5]=[CH:4][CH:3]=[N:2]1 |f:3.4|. Procedure: A round bottom flask was charged with 3-(4-(1H-pyrazol-1-yl)benzyl)-6-bromo-2,4-dichloroquinoline (827 mg, 1.91 mmol, Intermediate 3: step c) and (1-methyl-1H-imidazol-5-yl)(6-(trifluoromethyl)pyridin-3-yl)methanone (536 mg, 2.10 mmol, Intermediate 2: step c). The flask was evacuated and back-filled with argon, then THF (27 mL) was added. The resulting yellow suspension was heated until nearly all solid dissolved, and the slightly cloudy yellow suspension was allowed to cool to room temperature,...